From a dataset of the Open Reaction Database (ORD), a public repository of structured organic reaction records. describe an organic reaction: reactants, conditions, products, and yield Reactants: CCCCN1CCOc2c(-c3ncco3)cc(C(=O)OC)cc21, CO, [K+], [OH-], O. Product: CCCCN1CCOc2c(-c3ncco3)cc(C(=O)O)cc21. RXN SMILES: [CH2:1]([CH2:2][CH2:3][CH3:4])[N:5]1[CH2:6][CH2:7][O:8][c:9]2[c:10]1[cH:11][c:12]([C:20](=[O:21])[O:22][CH3:23])[cH:13][c:14]2-[c:15]1[o:16][cH:17][cH:18][n:19]1.[CH3:26][OH:27].[K+:25].[OH-:24].[OH2:28]>>[CH2:1]([CH2:2][CH2:3][CH3:4])[N:5]1[CH2:6][CH2:7][O:8][c:9]2[c:10]1[cH:11][c:12]([C:20](=[O:21])[OH:22])[cH:13][c:14]2-[c:15]1[o:16][cH:17][cH:18][n:19]1.